The task is: describe an organic reaction: reactants, conditions, products, and yield. This data is from the Open Reaction Database (ORD), a public repository of structured organic reaction records. Reactants: ClC1=NN2C(C(=CC=C2)C2=CC=C(C=C2)S(=O)(=O)C)=N1 (2-chloro-8-(4-methanesulfonyl-phenyl)-[1,2,4]triazolo[1,5-a]pyridine), N1=CC(=CC=C1)CCN (2-pyridin-3-yl-ethylamine). Product: CS(=O)(=O)C1=CC=C(C=C1)C=1C=2N(C=CC1)N=C(N2)NCCC=2C=NC=CC2 ([8-(4-Methanesulfonyl-phenyl)-[1,2,4]triazolo[1,5-a]pyridin-2-yl]-(2-pyridin-3-yl-ethyl)-amine), powder. The yield is 31.0%. Reaction SMILES: Cl[C:2]1[N:20]=[C:5]2[C:6]([C:10]3[CH:15]=[CH:14][C:13]([S:16]([CH3:19])(=[O:18])=[O:17])=[CH:12][CH:11]=3)=[CH:7][CH:8]=[CH:9][N:4]2[N:3]=1.[N:21]1[CH:26]=[CH:25][CH:24]=[C:23]([CH2:27][CH2:28][NH2:29])[CH:22]=1>>[CH3:19][S:16]([C:13]1[CH:14]=[CH:15][C:10]([C:6]2[C:5]3[N:4]([N:3]=[C:2]([NH:29][CH2:28][CH2:27][C:23]4[CH:22]=[N:21][CH:26]=[CH:25][CH:24]=4)[N:20]=3)[CH:9]=[CH:8][CH:7]=2)=[CH:11][CH:12]=1)(=[O:18])=[O:17]. Reported procedure: [8-(4-Methanesulfonyl-phenyl)-[1,2,4]triazolo[1,5-a]pyridin-2-yl]-(2-pyridin-3-yl-ethyl)-amine was prepared from 2-chloro-8-(4-methanesulfonyl-phenyl)-[1,2,4]triazolo[1,5-a]pyridine (250 mg, 0.81 mmol) and 2-pyridin-3-yl-ethylamine (0.95 mL, 8.1 mmol) in a manner analogous to Example 406. Product isolated as a light yellow powder (98.5 mg, 31%). 1H NMR (400 MHz, (D3C)2SO, δ, ppm): 8.71 (d, J=6.4 Hz, 1H), 8.51 (m, 1H), 8.39 (d, J=7.8 Hz, 2H), 8.03 (d, J=7.4 Hz, 2H), 7.86 (d, J=7.4 Hz, 1H), 7.70 (... Reactants: COC1=CC=C(C=C1)N1C(N(C(C2=CC(=C(C=C12)N1CC(CC1)NC(=O)OC(C)(C)C)F)=O)OCC1=CC=CC=C1)=O (1-(4-methoxy phenyl)-6-fluoro-3-benzyloxy-7-(3-t-butoxycarbonylamino-pyrrolidin-1-yl)-1H-quinazoline-2,4-dione). Reagents/catalysts: [Pd] (Pd/C). Yields the product COC1=CC=C(C=C1)N1C(N(C(C2=CC(=C(C=C12)N1CC(CC1)NC(=O)OC(C)(C)C)F)=O)O)=O (1-(4-methoxyphenyl)-6fluoro-3-hydroxy-7-(3-t-butoxycarbonylamino-pyrrolidin-1-yl)-1H-quinazoline-2,4-dione). The yield is 100.1%. As a reaction SMILES: [CH3:1][O:2][C:3]1[CH:8]=[CH:7][C:6]([N:9]2[C:18]3[C:13](=[CH:14][C:15]([F:32])=[C:16]([N:19]4[CH2:23][CH2:22][CH:21]([NH:24][C:25]([O:27][C:28]([CH3:31])([CH3:30])[CH3:29])=[O:26])[CH2:20]4)[CH:17]=3)[C:12](=[O:33])[N:11]([O:34]CC3C=CC=CC=3)[C:10]2=[O:42])=[CH:5][CH:4]=1>[Pd]>[CH3:1][O:2][C:3]1[CH:8]=[CH:7][C:6]([N:9]2[C:18]3[C:13](=[CH:14][C:15]([F:32])=[C:16]([N:19]4[CH2:23][CH2:22][CH:21]([NH:24][C:25]([O:27][C:28]([CH3:31])([CH3:29])[CH3:30])=[O:26])[CH2:20]4)[CH:17]=3)[C:12](=[O:33])[N:11]([OH:34])[C:10]2=[O:42])=[CH:5][CH:4]=1. Procedure details: Using the General Method 6A, the reaction of 10% Pd/C (0.074 g) with 1-(4-methoxy phenyl)-6-fluoro-3-benzyloxy-7-(3-t-butoxycarbonylamino-pyrrolidin-1-yl)-1H-quinazoline-2,4-dione (Example Q-1, 0.222 g, 0.38 mmol) afforded 0.185 g of 1-(4-methoxyphenyl)-6fluoro-3-hydroxy-7-(3-t-butoxycarbonylamino-pyrrolidin-1-yl)-1H-quinazoline-2,4-dione as a solid. Reactants: O (H2O), O[C@H](C[C@H](C(=O)O)CCCCCCC)CSC(C1=CC=CC=C1)(C1=CC=CC=C1)C1=CC=CC=C1 ((2R)-2-((2R)-2-Hydroxy-3-tritylsulfanylpropyl)nonanoic acid), [Si](C)(C)(C(C)(C)C)Cl (t-butyldimethylsilyl chloride), N1C=NC=C1 (imidazole). The solvent is CN(C)C=O (DMF). Conditions: time 2 hour. Yields the product [Si](C)(C)(C(C)(C)C)O[C@H](C[C@H](C(=O)O)CCCCCCC)CSC(C1=CC=CC=C1)(C1=CC=CC=C1)C1=CC=CC=C1 ((2R)-2-[(2R)-2-(tert-Butyl-dimethylsilanyloxy)-3-tritylsulfanylpropyl]nonanoic acid). Yield: 99.9%. As a reaction SMILES: [OH:1][C@@H:2]([CH2:15][S:16][C:17]([C:30]1[CH:35]=[CH:34][CH:33]=[CH:32][CH:31]=1)([C:24]1[CH:29]=[CH:28][CH:27]=[CH:26][CH:25]=1)[C:18]1[CH:23]=[CH:22][CH:21]=[CH:20][CH:19]=1)[CH2:3][C@@H:4]([CH2:8][CH2:9][CH2:10][CH2:11][CH2:12][CH2:13][CH3:14])[C:5]([OH:7])=[O:6].N1C=CN=C1.[Si:41](Cl)([C:44]([CH3:47])([CH3:46])[CH3:45])([CH3:43])[CH3:42].O>CN(C=O)C>[Si:41]([O:1][C@@H:2]([CH2:15][S:16][C:17]([C:30]1[CH:31]=[CH:32][CH:33]=[CH:34][CH:35]=1)([C:24]1[CH:29]=[CH:28][CH:27]=[CH:26][CH:25]=1)[C:18]1[CH:19]=[CH:20][CH:21]=[CH:22][CH:23]=1)[CH2:3][C@@H:4]([CH2:8][CH2:9][CH2:10][CH2:11][CH2:12][CH2:13][CH3:14])[C:5]([OH:7])=[O:6])([C:44]([CH3:47])([CH3:46])[CH3:45])([CH3:43])[CH3:42]. Reported procedure: To a solution of 3.72 g (7.88 mmol) of the crude product of Example 21 dissolved in 10 mL of DMF was added 2.68 g (0.039 mol) of imidazole followed by 2.85 g (0.019 mol) of t-butyldimethylsilyl chloride. The reaction mixture was stirred at room temperature for 2 h and then poured into 200 mL of H2O. The resulting solution was extracted with ether and the combined organic layers were washed with water and brine, dried over MgSO4, filtered and concentrated in vacuo. The residue was dissolved in 10... Reported procedure: A mixture of 388.2 g (1-methylethyl)-2-[(butylaminocarbonyl)aminosulfonyl]-4-chlorobenzoate and 3 L of xylene was azeotropically dried, then cooled to ~100° C. and 1.0 g of 1,8-diazabicyclo[2.2.2.]octane was added. The mixture was heated to ~141° C. and the addition of liquefied phosgene was begun. After 90 ml of phosgene had been added, the reaction temperature was 128° C. The temperature had risen to 132° C. after 1 hr., and an additional 10 ml phosgene was added. Heating was continued the rem... Reactants: CC(C)OC(C1=C(C=C(C=C1)Cl)S(=O)(=O)NC(=O)NCCCC)=O ((1-methylethyl)-2-[(butylaminocarbonyl)aminosulfonyl]-4-chlorobenzoate). The solvent is C=1(C(=CC=CC1)C)C (xylene). The product is CC(C)OC(C1=C(C=C(C=C1)Cl)S(=O)(=O)N=C=O)=O ((1-Methylethyl)-4-chloro-2-(isocyanatosulfonyl)benzoate). Isolated yield 127.9%. As a reaction SMILES: [CH3:1][CH:2]([O:4][C:5](=[O:24])[C:6]1[CH:11]=[CH:10][C:9]([Cl:12])=[CH:8][C:7]=1[S:13]([NH:16][C:17](NCCCC)=[O:18])(=[O:15])=[O:14])[CH3:3]>C1(C)C(C)=CC=CC=1>[CH3:3][CH:2]([O:4][C:5](=[O:24])[C:6]1[CH:11]=[CH:10][C:9]([Cl:12])=[CH:8][C:7]=1[S:13]([N:16]=[C:17]=[O:18])(=[O:15])=[O:14])[CH3:1]. Conditions: temperature 133 celsius, time 1 hour.